Dataset: the Open Reaction Database (ORD), a public repository of structured organic reaction records. Task: describe an organic reaction: reactants, conditions, products, and yield Starting materials: O=C(Cl)c1ccc(Cl)cc1, Cl, CN1C(=N)C(C)(C)c2ccccc21, c1ccncc1. Product: CN1C(=NC(=O)c2ccc(Cl)cc2)C(C)(C)c2ccccc21. RXN SMILES: [Cl:15][c:16]1[cH:17][cH:18][c:19]([C:20](=[O:21])[Cl:22])[cH:23][cH:24]1.[ClH:1].[NH:2]=[C:3]1[N:4]([CH3:14])[c:5]2[cH:6][cH:7][cH:8][cH:9][c:10]2[C:11]1([CH3:12])[CH3:13].[cH:25]1[cH:26][cH:27][n:28][cH:29][cH:30]1>>[N:2](=[C:3]1[N:4]([CH3:14])[c:5]2[cH:6][cH:7][cH:8][cH:9][c:10]2[C:11]1([CH3:12])[CH3:13])[C:20]([c:19]1[cH:18][cH:17][c:16]([Cl:15])[cH:24][cH:23]1)=[O:21]. The reactants are Cl.FC1=CC=C(C(OCC)=N)C=C1 (ethyl 4-fluorobenzimidate hydrochloride), C(C)OC(CN)OCC (aminoacetaldehyde diethyl acetal). Solvent: C(C)O (ethanol). Reaction conditions: time 8 hour. The product is C(C)OC(CNC(C1=CC=C(C=C1)F)=N)OCC (N-(2,2-diethoxyethyl)-4-fluorobenzamidine). RXN SMILES: Cl.[F:2][C:3]1[CH:13]=[CH:12][C:6]([C:7](=[NH:11])OCC)=[CH:5][CH:4]=1.[CH2:14]([O:16][CH:17]([O:20][CH2:21][CH3:22])[CH2:18][NH2:19])[CH3:15]>C(O)C>[CH2:14]([O:16][CH:17]([O:20][CH2:21][CH3:22])[CH2:18][NH:19][C:7](=[NH:11])[C:6]1[CH:5]=[CH:4][C:3]([F:2])=[CH:13][CH:12]=1)[CH3:15] |f:0.1|. Procedure: To a solution of ethyl 4-fluorobenzimidate hydrochloride (18.5 g) in ethanol (90 mL) at 0° C. was added aminoacetaldehyde diethyl acetal (14.5 mL) and the resulting solution was kept at 5° C. overnight. The solvent was evaporated, the resulting oil was dissolved in 1N sodium hydroxide (200 mL), and the solution was extracted with dichloromethane. The organic extracts were dried and evaporated to yield N-(2,2-diethoxyethyl)-4-fluorobenzamidine as an oil (21 g); MS: m/z=255(M+1). The reactants are O=C1C=2C=CC(=CC2CCC1)C(=O)O (5-Oxo-5,6,7,8-tetrahydro-naphthalene-2-carboxylic acid), Cl.C(CCC)C1=CC=C(C=C1)C1=CC(=CC=C1)NN ((4′-Butyl-biphenyl-3-yl)-hydrazine hydrochloride). The reagents and catalysts are [Cl-].[Zn+2].[Cl-] (zinc chloride). Run in C(C)(=O)O (acetic acid). Reaction conditions: temperature 105 celsius. Product: C(CCC)C1=CC=C(C=C1)C1=CC=C2C=3CCC4=C(C3NC2=C1)C=CC(=C4)C(=O)O (9-(4-Butyl-phenyl)-5,11-dihydro-6H-benzo[a]carbazole-3-carboxylic acid). As a reaction SMILES: O=[C:2]1[CH2:11][CH2:10][CH2:9][C:8]2[CH:7]=[C:6]([C:12]([OH:14])=[O:13])[CH:5]=[CH:4][C:3]1=2.Cl.[CH2:16]([C:20]1[CH:25]=[CH:24][C:23]([C:26]2[CH:31]=[CH:30][CH:29]=[C:28]([NH:32]N)[CH:27]=2)=[CH:22][CH:21]=1)[CH2:17][CH2:18][CH3:19]>[Cl-].[Zn+2].[Cl-].C(O)(=O)C>[CH2:16]([C:20]1[CH:25]=[CH:24][C:23]([C:26]2[CH:27]=[C:28]3[C:29]([C:11]4[CH2:10][CH2:9][C:8]5[CH:7]=[C:6]([C:12]([OH:14])=[O:13])[CH:5]=[CH:4][C:3]=5[C:2]=4[NH:32]3)=[CH:30][CH:31]=2)=[CH:22][CH:21]=1)[CH2:17][CH2:18][CH3:19] |f:1.2,3.4.5|. Reported procedure: A sample of commercially available 5-Oxo-5,6,7,8-tetrahydro-naphthalene-2-carboxylic acid (75 mg, 0.39 mmol) and (4′-Butyl-biphenyl-3-yl)-hydrazine hydrochloride (115 mg, 0.41 mmol) are treated with zinc chloride (134 mg, 0.99 mmol) and acetic acid (5 mL). The reaction is then heated to 105° C. overnight and cooled to room temperature. The reaction is filtered and the filtrate is washed with methanol and dried on the high vacuum line to afford the title material as a single regioisomer. 1H NMR (... The reactants are [Cl-].COC1=CC=C(C[P+](C2=CC=CC=C2)(C2=CC=CC=C2)C2=CC=CC=C2)C=C1 (4-methoxybenzyl triphenyl phosphonium chloride), C(C)(=O)O (acetic acid), N (ammonia). The solvent is C1=CC=CC=C1 (benzene). Run at temperature 40 celsius, time 18 hour. The product is C(C)(=O)[O-].COC1=CC=C(C[P+](C2=CC=CC=C2)(C2=CC=CC=C2)C2=CC=CC=C2)C=C1.C(C)(=O)O (4-methoxybenzyltriphenylphosphonium Acetate acetic Acid). Yield: 72.2%. Reaction SMILES: [Cl-].[CH3:2][O:3][C:4]1[CH:29]=[CH:28][C:7]([CH2:8][P+:9]([C:22]2[CH:27]=[CH:26][CH:25]=[CH:24][CH:23]=2)([C:16]2[CH:21]=[CH:20][CH:19]=[CH:18][CH:17]=2)[C:10]2[CH:15]=[CH:14][CH:13]=[CH:12][CH:11]=2)=[CH:6][CH:5]=1.[C:30]([OH:33])(=[O:32])[CH3:31].N>C1C=CC=CC=1>[C:30]([O-:33])(=[O:32])[CH3:31].[CH3:2][O:3][C:4]1[CH:5]=[CH:6][C:7]([CH2:8][P+:9]([C:10]2[CH:11]=[CH:12][CH:13]=[CH:14][CH:15]=2)([C:16]2[CH:21]=[CH:20][CH:19]=[CH:18][CH:17]=2)[C:22]2[CH:27]=[CH:26][CH:25]=[CH:24][CH:23]=2)=[CH:28][CH:29]=1.[C:30]([OH:33])(=[O:32])[CH3:31] |f:0.1,5.6.7|. Reported procedure: Into a 50 milliliter glass reactor equipped with a thermometer connected to a temperature controller, a heating mantle, a condenser and a magnetic stirring bar, is charged 9 gms (0.0215 mole) of 4-methoxybenzyl triphenyl phosphonium chloride and 25 gms of acetic acid. The mixture is heated to 40° C. then 1 gm (0.0588 mole) of ammonia is added. This reaction mass is heated to 80° C. and maintained there for 1.17 hours, then heated to 100° C. and maintained thereat for 18 hours, then heated to 110... Starting materials: ClC1=C(C=CC(=C1)F)/C(=C(/C=1C=C2C=NN(C2=CC1)C1OCCCC1)\C1=CC=C(C=C1)/C=C/C#N)/CC ((E)-3-(4-((E)-2-(2-chloro-4-fluorophenyl)-1-(1-(tetrahydro-2H-pyran-2-yl)-1H-indazol-5-yl)but-1-en-1-yl)phenyl)acrylonitrile), NO (hydroxylamine), C(C)O (ethanol). Product: ClC1=C(C=CC(=C1)F)/C(=C(/C=1C=C2C=NNC2=CC1)\C1=CC=C(/C=C/C2=NOC(N2)=O)C=C1)/CC (3-((E)-4-((E)-2-(2-Chloro-4-fluorophenyl)-1-(1H-indazol-5-yl)but-1-en-1-yl)styryl)-1,2,4-oxadiazol-5(4H)-one). Reaction SMILES: [Cl:1][C:2]1[CH:7]=[C:6]([F:8])[CH:5]=[CH:4][C:3]=1/[C:9](/[CH2:36][CH3:37])=[C:10](\[C:26]1[CH:31]=[CH:30][C:29](/[CH:32]=[CH:33]/[C:34]#[N:35])=[CH:28][CH:27]=1)/[C:11]1[CH:12]=[C:13]2[C:17](=[CH:18][CH:19]=1)[N:16](C1CCCCO1)[N:15]=[CH:14]2.[NH2:38][OH:39].[CH2:40]([OH:42])C>>[Cl:1][C:2]1[CH:7]=[C:6]([F:8])[CH:5]=[CH:4][C:3]=1/[C:9](/[CH2:36][CH3:37])=[C:10](\[C:26]1[CH:27]=[CH:28][C:29](/[CH:32]=[CH:33]/[C:34]2[NH:35][C:40](=[O:42])[O:39][N:38]=2)=[CH:30][CH:31]=1)/[C:11]1[CH:12]=[C:13]2[C:17](=[CH:18][CH:19]=1)[NH:16][N:15]=[CH:14]2. Reported procedure: A mixture of (E)-3-(4-((E)-2-(2-chloro-4-fluorophenyl)-1-(1-(tetrahydro-2H-pyran-2-yl)-1H-indazol-5-yl)but-1-en-1-yl)phenyl)acrylonitrile (920 mg, 1.8 mmol) and hydroxylamine (0.18 mL, 2.7 mmol, 50% wt. in water) in ethanol (2 mL) was heated at reflux for 16 h. The ethanol was removed in vacuo, and dichloromethane and water were added. The aqueous layer was extracted with dichloromethane (2×), and the combined organics were washed with brine, dried (MgSO4) and concentrated. Purification by silic... Yields the product COC(=O)Nc1cccc(C)c1CO. Reactants: ClCCl, COC(=O)Cl, Cl, Cc1cccc(N)c1CO, c1ccncc1. Reaction SMILES: [CH2:23]([Cl:24])[Cl:25].[Cl:1][C:2](=[O:3])[O:4][CH3:5].[ClH:22].[NH2:6][c:7]1[c:8]([CH2:9][OH:10])[c:11]([CH3:15])[cH:12][cH:13][cH:14]1.[cH:16]1[cH:17][cH:18][n:19][cH:20][cH:21]1>>[C:2](=[O:3])([O:4][CH3:5])[NH:6][c:7]1[c:8]([CH2:9][OH:10])[c:11]([CH3:15])[cH:12][cH:13][cH:14]1. The reactants are ClC(S(=O)(=O)OCC(F)(F)F)(Cl)Cl (2,2,2-Trifluoroethyl trichloromethanesulfonate), 15.6, C1OC=2C=C3C(C(=CNC3=CC2O1)C(=O)OCC)=O (6,7-methylenedioxy-4(1H)-quinolone-3-carboxylic acid, ethyl ester), ice water, [H-].[Na+] (sodium hydride). The solvent is CN(C=O)C (dimethyl formamide). Conditions: time 0.5 hour. Yields the product C1OC=2C=C3C(C(=CN(C3=CC2O1)CC(F)(F)F)C(=O)O)=O (6,7-Methylenedioxy-1-(2,2,2-trifluoroethyl)-4(1H)-quinolone-3-carboxylic acid). RXN SMILES: [CH2:1]1[O:13][C:12]2[CH:11]=[C:10]3[C:5]([C:6](=[O:19])[C:7]([C:14]([O:16]CC)=[O:15])=[CH:8][NH:9]3)=[CH:4][C:3]=2[O:2]1.[H-].[Na+].ClC(Cl)(Cl)S(O[CH2:28][C:29]([F:32])([F:31])[F:30])(=O)=O>CN(C)C=O>[CH2:1]1[O:13][C:12]2[CH:11]=[C:10]3[C:5]([C:6](=[O:19])[C:7]([C:14]([OH:16])=[O:15])=[CH:8][N:9]3[CH2:28][C:29]([F:32])([F:31])[F:30])=[CH:4][C:3]=2[O:2]1 |f:1.2|. Procedure details: A mixture of 15.6 (0.06 mole) of 6,7-methylenedioxy-4(1H)-quinolone-3-carboxylic acid, ethyl ester (J. Med. Chem. 11, 160 (1968)) and 1.5 g. (0.062 mole) of sodium hydride powder in 250 ml. of dimethyl formamide was heated with stirring for 0.5 hour at 80°-90° C. 2,2,2-Trifluoroethyl trichloromethanesulfonate (17.5 g. 0.62 mole) was then added dropwise. The temperature is maintained at 80°-90° for an additional 2 hours. The cooled mixture was poured into ice water and the solid product was isola...